Dataset: the Open Reaction Database (ORD), a public repository of structured organic reaction records. Task: describe an organic reaction: reactants, conditions, products, and yield Starting materials: O (water), C(C)OC1=C(C=NC=C1)[N+](=O)[O-] (4-ethoxy-3-nitropyridine), C(C)(=O)[O-].[NH4+] (ammonium acetate), C(C)(=O)OCC (ethyl acetate). The solvent is C(C)N(CC)CC (triethylamine). Reaction conditions: temperature 120 celsius. Product: [N+](=O)([O-])C=1C=NC=CC1N (3-nitro-4-aminopyridine). Yield: 74.9%. RXN SMILES: C(O[C:4]1[CH:9]=[CH:8][N:7]=[CH:6][C:5]=1[N+:10]([O-:12])=[O:11])C.C([O-])(=O)C.[NH4+:17].C(OCC)(=O)C.O>C(N(CC)CC)C>[N+:10]([C:5]1[CH:6]=[N:7][CH:8]=[CH:9][C:4]=1[NH2:17])([O-:12])=[O:11] |f:1.2|. Procedure details: A 25 ml round bottom flask was fitted with a reflux condenser and magnetic stirrer and placed in an oil bath. The flask was charged with 1.0 g (5.95 mmol) of 4-ethoxy-3-nitropyridine and 5.0 g (65 mmol) of ammonium acetate. The reaction mixture was heated at 120° C. to provide a homogeneous liquid. The progress of the reaction was followed by thin layer chromotography employing a 10:1 ethyl acetate:triethylamine solvent system. After 21/2 hours the reaction mixture was cooled and poured into wat... Yields the product Cc1nc(N2CCCC(Cc3cccnc3)C2=O)sc1C(=O)NCc1ccccc1. As a reaction SMILES: [CH2:1]([c:2]1[cH:3][cH:4][cH:5][cH:6][cH:7]1)[NH:8][C:9](=[O:10])[c:11]1[c:12]([CH3:30])[n:13][c:14]([N:16]2[C:17](=[O:29])[C:18](=[CH:22][c:23]3[cH:24][n:25][cH:26][cH:27][cH:28]3)[CH2:19][CH2:20][CH2:21]2)[s:15]1.[CH3:31][CH2:32][O:33][C:34](=[O:35])[CH3:36]>>[CH2:1]([c:2]1[cH:3][cH:4][cH:5][cH:6][cH:7]1)[NH:8][C:9](=[O:10])[c:11]1[c:12]([CH3:30])[n:13][c:14]([N:16]2[C:17](=[O:29])[CH:18]([CH2:22][c:23]3[cH:24][n:25][cH:26][cH:27][cH:28]3)[CH2:19][CH2:20][CH2:21]2)[s:15]1. Starting materials: Cc1nc(N2CCCC(=Cc3cccnc3)C2=O)sc1C(=O)NCc1ccccc1, CCOC(C)=O. Reactants: ClC1=CC=C(C(=[N+]1[O-])CC(=O)OC1=CC=C(C=C1)[N+](=O)[O-])C#N (6-chloro-3-cyano-2-(4-nitro-phenoxycarbonylmethyl)-pyridine 1-oxide), CO (methanol), H+, C(C)(C)(C)OC(NC1=NOC2=C1C=C(C=C2)CN)=O ((5-aminomethyl-benzo[d]isoxazol-3-yl)-carbamic acid tert-butyl ester), ClC1=CC=C(C(=[N+]1[O-])CC(=O)OC1=CC=C(C=C1)[N+](=O)[O-])C#N (6-chloro-3-cyano-2-(4-nitro-phenoxycarbonylmethyl)-pyridine 1-oxide). The solvent is CCOC(=O)C.CCCCCC (EtOAc Hexane). Conditions: time 8 hour. The product is C(#N)C=1C(=[N+](C(=CC1)Cl)[O-])CC(=O)NCC=1C=CC2=C(C(=NO2)NC(=O)OC(C)(C)C)C1 (3-cyano-6-chloro-2-[3-(tert-butoxycarbonyl)amino-benzo[d]isoxazol-5-ylmethyl]aminocarbonylmethyl-pyridine 1-oxide). RXN SMILES: [Cl:1][C:2]1[N+:7]([O-:8])=[C:6]([CH2:9][C:10]([O:12]C2C=CC([N+]([O-])=O)=CC=2)=O)[C:5]([C:22]#[N:23])=[CH:4][CH:3]=1.[C:24]([O:28][C:29](=[O:42])[NH:30][C:31]1[C:35]2[CH:36]=[C:37]([CH2:40][NH2:41])[CH:38]=[CH:39][C:34]=2[O:33][N:32]=1)([CH3:27])([CH3:26])[CH3:25].CO>CCOC(C)=O.CCCCCC>[C:22]([C:5]1[C:6]([CH2:9][C:10]([NH:41][CH2:40][C:37]2[CH:38]=[CH:39][C:34]3[O:33][N:32]=[C:31]([NH:30][C:29]([O:28][C:24]([CH3:26])([CH3:25])[CH3:27])=[O:42])[C:35]=3[CH:36]=2)=[O:12])=[N+:7]([O-:8])[C:2]([Cl:1])=[CH:3][CH:4]=1)#[N:23] |f:3.4|. Procedure: A mixture of 6-chloro-3-cyano-2-(4-nitro-phenoxycarbonylmethyl)-pyridine 1-oxide (83.6 mg, 0.25 mmol), as prepared in Example 6f, and (5-aminomethyl-benzo[d]isoxazol-3-yl)-carbamic acid tert-butyl ester (78.8 mg, 0.3 mmol) in CDCl3 (3 mL) was stirred in an ice-water bath which was allowed to rise to rt overnight. A lot of precipitate formed. TLC showed the disappearance of 6-chloro-3-cyano-2-(4-nitro-phenoxycarbonylmethyl)-pyridine 1-oxide. A small amount of methanol was added to dissolve the so...